Dataset: the Open Reaction Database (ORD), a public repository of structured organic reaction records. Task: describe an organic reaction: reactants, conditions, products, and yield The reactants are hydroxysuccinimide ester, C(CCCCCCC\C=C/CCCCCCCC)(=O)O (oleic acid), N[C@@H](CO)C(=O)O (L-serine), C([O-])(O)=O.[Na+] (sodium bicarbonate). Solvent: O1CCCC1 (tetrahydrofuran), O (water). Reaction conditions: time 8 hour. Yields the product C(CCCCCCC\C=C/CCCCCCCC)(=O)N[C@@H](CO)C(=O)O (N-Oleoyl L-Serine). RXN SMILES: [C:1]([OH:20])(=O)[CH2:2][CH2:3][CH2:4][CH2:5][CH2:6][CH2:7][CH2:8]/[CH:9]=[CH:10]\[CH2:11][CH2:12][CH2:13][CH2:14][CH2:15][CH2:16][CH2:17][CH3:18].[NH2:21][C@H:22]([C:25]([OH:27])=[O:26])[CH2:23][OH:24].C(=O)(O)[O-].[Na+]>O1CCCC1.O>[C:1]([NH:21][C@H:22]([C:25]([OH:27])=[O:26])[CH2:23][OH:24])(=[O:20])[CH2:2][CH2:3][CH2:4][CH2:5][CH2:6][CH2:7][CH2:8]/[CH:9]=[CH:10]\[CH2:11][CH2:12][CH2:13][CH2:14][CH2:15][CH2:16][CH2:17][CH3:18] |f:2.3|. Procedure details: A solution of hydroxysuccinimide ester of oleic acid (395 mg, 1 mmole) in tetrahydrofuran (10 ml) was added to a solution of L-serine (105 mg, 1 mmole) and sodium bicarbonate 84 mg, 1 mmole) in water (10 ml). The reaction mixture was let stirring overnight at room temperature, evaporated down to 10 ml, and acidified to pH 1 with 1 N HCl. The product was extracted with methylene chloride (2×20 mL) and dried (MgSO4) and the solvent evaporated under reduced pressure. The crude material was chromato... RXN SMILES: [CH2:1]([CH3:2])[O:3][C:4]([CH2:5][CH:6]1[c:7]2[c:8]([cH:12][c:13]([O:17][c:18]3[s:19][c:20]([C:23]#[N:24])[n:21][n:22]3)[cH:14][c:15]2[CH3:16])[B:9]([OH:11])[O:10]1)=[O:25].[CH3:26][CH2:27][OH:28]>>[CH2:1]([CH3:2])[O:3][C:4]([CH2:5][CH:6]1[c:7]2[c:8]([cH:12][c:13]([O:17][c:18]3[s:19][c:20]([CH2:23][NH2:24])[n:21][n:22]3)[cH:14][c:15]2[CH3:16])[B:9]([OH:11])[O:10]1)=[O:25]. Yields the product CCOC(=O)CC1OB(O)c2cc(Oc3nnc(CN)s3)cc(C)c21. Starting materials: CCOC(=O)CC1OB(O)c2cc(Oc3nnc(C#N)s3)cc(C)c21, CCO.